describe an organic reaction: reactants, conditions, products, and yield From a dataset of the Open Reaction Database (ORD), a public repository of structured organic reaction records. The product is ClC=1C=CC2=C(C(=CCC=3N2C(NN3)=O)C3=C(C=CC=C3)Cl)C1 (8-chloro-6-(2-chlorophenyl)-2,4-dihydro-1H-s-triazolo[4,3-a][1]benzazepin-1-one). Reactants: ice water, [OH-].[Na+] (sodium hydroxide), BrC1=NN=C2N1C1=C(C(=CC2)C2=C(C=CC=C2)Cl)C=C(C=C1)Cl (1-bromo-8-chloro-6-(2-chlorophenyl)-4H-s-triazolo[4,3-a][1]benzazepine). Procedure details: 9 g of 1-bromo-8-chloro-6-(2-chlorophenyl)-4H-s-triazolo[4,3-a][1]benzazepine are stirred at 140° for 22 hours in 263 ml of 85% phosphoric acid. The mixture is poured on to 1.5 kg of ice water and neutralized with 28% sodium hydroxide solution. The product is extracted with chloroform. The residue from the chloroform extracts is chromatographed on 300 g of silica gel. Impurities are separated by elution with chloroform. By elution with chloroform which contains 2% or 4% ethanol, crystallization ... Reaction SMILES: Br[C:2]1[N:6]2[C:7]3[CH:22]=[CH:21][C:20]([Cl:23])=[CH:19][C:8]=3[C:9]([C:12]3[CH:17]=[CH:16][CH:15]=[CH:14][C:13]=3[Cl:18])=[CH:10][CH2:11][C:5]2=[N:4][N:3]=1.[OH-:24].[Na+]>P(=O)(O)(O)O>[Cl:23][C:20]1[CH:21]=[CH:22][C:7]2[N:6]3[C:2](=[O:24])[NH:3][N:4]=[C:5]3[CH2:11][CH:10]=[C:9]([C:12]3[CH:17]=[CH:16][CH:15]=[CH:14][C:13]=3[Cl:18])[C:8]=2[CH:19]=1 |f:1.2|. Solvent: P(O)(O)(O)=O (phosphoric acid). Starting materials: solution, C(CCC)[Li] (n-butyllithium), C1=CC=CC=2OC3=CC=CC=C3S(C12)(=O)=O (phenoxathiin 10,10-dioxide). Solvent: CCCCCC (hexane), O1CCCC1 (tetrahydrofuran). Reaction conditions: temperature -40 celsius. Yields the product [Li]C1=CC=CC=2OC3=CC=CC=C3S(C12)(=O)=O (1-lithiophenoxathiin 10,10-dioxide). Reaction SMILES: [CH:1]1[C:14]2[S:13](=[O:16])(=[O:15])[C:12]3[C:7](=[CH:8][CH:9]=[CH:10][CH:11]=3)[O:6][C:5]=2[CH:4]=[CH:3][CH:2]=1.C([Li:21])CCC>O1CCCC1.CCCCCC>[Li:21][C:1]1[C:14]2[S:13](=[O:15])(=[O:16])[C:12]3[C:7](=[CH:8][CH:9]=[CH:10][CH:11]=3)[O:6][C:5]=2[CH:4]=[CH:3][CH:2]=1. Procedure: A mixture of phenoxathiin 10,10-dioxide (50.5 g) in dry tetrahydrofuran (500 mL) under nitrogen was cooled in an acetone/dry ice bath. To this slurry was added a 1.6 M solution of n-butyllithium in hexane (144 mL) at a rate which maintained the reaction temperature at -40° C., resulting after 30-45 min. in an orange solution of 1-lithiophenoxathiin 10,10-dioxide. To this solution was added ethyl iodide (35 mL), after which the reaction mixture was allowed to warm to room temperature. After about...